From a dataset of the Open Reaction Database (ORD), a public repository of structured organic reaction records. describe an organic reaction: reactants, conditions, products, and yield Reactants: C#CCO, CN(C)C=O, FC(F)(F)CS, [K+], [OH-], O. Product: OCC=CSCC(F)(F)F. RXN SMILES: [CH2:7]([C:8]#[CH:9])[OH:10].[CH3:13][N:14]([CH3:15])[CH:16]=[O:17].[F:1][C:2]([CH2:3][SH:4])([F:5])[F:6].[K+:12].[OH-:11].[OH2:18]>>[F:1][C:2]([CH2:3][S:4][CH:9]=[CH:8][CH2:7][OH:10])([F:5])[F:6]. Starting materials: ClC=1OC=C(N1)C(=O)N1C(CN(CC1)C(=O)OC(C)(C)C)COC=1C=NC=CC1 (tert-butyl 4-(2-chlorooxazole-4-carbonyl)-3-((pyridin-3-yloxy)methyl)piperazine-1-carboxylate), NC1=CC=CC=C1 (aniline), C([O-])([O-])=O.[K+].[K+] (potassium carbonate). Solvent: C1CCOC1 (THF). Product: C1(=CC=CC=C1)NC=1OC=C(N1)C(=O)N1C(CN(CC1)C(=O)OC(C)(C)C)COC=1C=NC=CC1 (tert-butyl 4-(2-(phenylamino)oxazole-4-carbonyl)-3-((pyridin-3-yloxy)methyl)piperazine-1-carboxylate). Yield: 48.8%. Reaction SMILES: Cl[C:2]1[O:3][CH:4]=[C:5]([C:7]([N:9]2[CH2:14][CH2:13][N:12]([C:15]([O:17][C:18]([CH3:21])([CH3:20])[CH3:19])=[O:16])[CH2:11][CH:10]2[CH2:22][O:23][C:24]2[CH:25]=[N:26][CH:27]=[CH:28][CH:29]=2)=[O:8])[N:6]=1.[NH2:30][C:31]1[CH:36]=[CH:35][CH:34]=[CH:33][CH:32]=1.C(=O)([O-])[O-].[K+].[K+]>C1COCC1>[C:31]1([NH:30][C:2]2[O:3][CH:4]=[C:5]([C:7]([N:9]3[CH2:14][CH2:13][N:12]([C:15]([O:17][C:18]([CH3:21])([CH3:20])[CH3:19])=[O:16])[CH2:11][CH:10]3[CH2:22][O:23][C:24]3[CH:25]=[N:26][CH:27]=[CH:28][CH:29]=3)=[O:8])[N:6]=2)[CH:36]=[CH:35][CH:34]=[CH:33][CH:32]=1 |f:2.3.4|. Procedure details: A solution of tert-butyl 4-(2-chlorooxazole-4-carbonyl)-3-((pyridin-3-yloxy)methyl)piperazine-1-carboxylate (117 mg, 0.277 mmol), aniline (51 mg, 0.554 mmol) and potassium carbonate (76 mg, 0.554 mmol) in THF (2 mL) was heated to 70° C. overnight. Upon cooling to rt, the reaction mixture was filtered and concentrated under reduced pressure. The material was purified by HPLC (5 to 50% MeCN/0.1% TFA in H2O/0.1% TFA gradient), yielding 64.8 mg (40%) of the title compound as the TFA salt. LC-MS: RT=... Reactants: C(C)(C)N (isopropylamine), ice, ClC1=NC(=CC(=N1)Cl)COCC(F)(F)F (2,4-dichloro-6-((2,2,2-trifluoroethoxy)methyl)pyrimidine). The solvent is CO (methanol), C(C)#N (acetonitrile). Reaction conditions: time 8 hour. Product: ClC1=NC(=CC(=N1)NC(C)C)COCC(F)(F)F (2-Chloro-N-isopropyl-6-((2,2,2-trifluoroethoxy)methyl)pyrimidin-4-amine). Isolated yield 55.5%. Reaction SMILES: [CH:1]([NH2:4])([CH3:3])[CH3:2].[Cl:5][C:6]1[N:11]=[C:10](Cl)[CH:9]=[C:8]([CH2:13][O:14][CH2:15][C:16]([F:19])([F:18])[F:17])[N:7]=1>CO.C(#N)C>[Cl:5][C:6]1[N:11]=[C:10]([NH:4][CH:1]([CH3:3])[CH3:2])[CH:9]=[C:8]([CH2:13][O:14][CH2:15][C:16]([F:19])([F:18])[F:17])[N:7]=1. Procedure: A solution of isopropylamine (0.102 mL, 1.20 mmol) in methanol (2 mL) was added dropwise to an ice-cold solution of 2,4-dichloro-6-((2,2,2-trifluoroethoxy)methyl)pyrimidine (104 mg, 0.40 mmol) in acetonitrile (2.0 mL). The reaction mixture was stirred overnight at rt. The mixture was purified by preparative HPLC yielding the title compound 63 mg (56%). Starting materials: O=C1C(CCC1)=CC1=CC=C(C=C1)CC(=O)OCC (ethyl 4-(2-oxo-1-cyclopentylidenemethyl)phenylacetate), aqueous solution, Br (hydrobromic acid). Solvent: O1CCOCC1 (dioxane). Product: O=C1C(CCC1)=CC1=CC=C(C=C1)CC(=O)O (4-(2-Oxo-1-cyclopentylidenemethyl)phenylacetic acid). RXN SMILES: [O:1]=[C:2]1[CH2:6][CH2:5][CH2:4][C:3]1=[CH:7][C:8]1[CH:13]=[CH:12][C:11]([CH2:14][C:15]([O:17]CC)=[O:16])=[CH:10][CH:9]=1.Br>O1CCOCC1>[O:1]=[C:2]1[CH2:6][CH2:5][CH2:4][C:3]1=[CH:7][C:8]1[CH:9]=[CH:10][C:11]([CH2:14][C:15]([OH:17])=[O:16])=[CH:12][CH:13]=1. Procedure details: A mixture of 0.4 g of ethyl 4-(2-oxo-1-cyclopentylidenemethyl)phenylacetate in 100 ml of a 10% aqueous solution of hydrobromic acid and 10 ml of dioxane was heated under reflux for 1 hour. After cooling, the reaction mixture was extracted with ether, an ether layer was washed with water and dried. The ether was distilled off and the residual oily substance was distilled under reduced pressure to give 0.1 g of an oily substance having a boiling point of 205°-210° C./0.25 mmHg. Reactants: C[Mg]Cl (Methyl magnesium chloride), C(C)(C)S(=O)(=O)N1C(=NC2=C1C=C(C=C2)C(C2=C(C=CC(=C2)F)F)=O)N (1-isopropylsulfonyl-2-amino-6-(2,5-difluorobenzoyl)benzimidazole), C[Mg]Cl (methyl magnesium chloride), ketone. Solvent: O1CCCC1 (tetrahydrofuran). Run at time 1 hour. Product: NC1=NC2=C(N1S(=O)(=O)C(C)C)C=C(C=C2)C(O)(C)C2=C(C=CC(=C2)F)F (2-Amino-α-(2,5-Difluorophenyl)-α-Methyl-1-[(1-methylethyl)sulfonyl]benzimidazole-6-Methanol). The yield is 101.5%. Reaction SMILES: [CH3:1][Mg]Cl.[CH:4]([S:7]([N:10]1[C:14]2[CH:15]=[C:16]([C:19](=[O:28])[C:20]3[CH:25]=[C:24]([F:26])[CH:23]=[CH:22][C:21]=3[F:27])[CH:17]=[CH:18][C:13]=2[N:12]=[C:11]1[NH2:29])(=[O:9])=[O:8])([CH3:6])[CH3:5]>O1CCCC1>[NH2:29][C:11]1[N:10]([S:7]([CH:4]([CH3:6])[CH3:5])(=[O:8])=[O:9])[C:14]2[CH:15]=[C:16]([C:19]([C:20]3[CH:25]=[C:24]([F:26])[CH:23]=[CH:22][C:21]=3[F:27])([CH3:1])[OH:28])[CH:17]=[CH:18][C:13]=2[N:12]=1. Procedure details: Methyl magnesium chloride (929 mL, 2.79 mol, 3M in tetrahydrofuran) was added slowly over 30 minutes to a solution of 1-isopropylsulfonyl-2-amino-6-(2,5-difluorobenzoyl)benzimidazole (352.7 g, 0.929 mol) in tetrahydrofuran while maintaining the temperature between -20° C. and -30° C. When the addition was complete, the reaction mixture was warmed slowly to room temperature over 2 hours. Additional 3M methyl magnesium chloride (186 mL, followed by 46.5 mL) was added until less than 1% ketone star... Starting materials: BrCc1ccccc1, O=c1[nH]nc(Br)c2ccccc12, CN(C)C=O, [H-], [Na+]. Yields the product O=c1c2ccccc2c(Br)nn1Cc1ccccc1. RXN SMILES: [Br:15][CH2:16][c:17]1[cH:18][cH:19][cH:20][cH:21][cH:22]1.[Br:1][c:2]1[n:3][nH:4][c:5](=[O:12])[c:6]2[cH:7][cH:8][cH:9][cH:10][c:11]12.[CH3:23][N:24]([CH3:25])[CH:26]=[O:27].[H-:14].[Na+:13]>>[Br:1][c:2]1[n:3][n:4]([CH2:16][c:17]2[cH:18][cH:19][cH:20][cH:21][cH:22]2)[c:5](=[O:12])[c:6]2[cH:7][cH:8][cH:9][cH:10][c:11]12.